This data is from the Open Reaction Database (ORD), a public repository of structured organic reaction records. The task is: describe an organic reaction: reactants, conditions, products, and yield The reactants are C(C)(=O)O[C@H]1[C@@H](O[C@@H]([C@H]1OC(C)=O)COC(C)=O)N1C=NC=2C(N[C@@H](CSC=3SC=C(N3)C3=CC=CC=C3)C)=NC(=NC12)Cl (2',3',5'-tri-O-acetyl-2-chloro-N-[(R)-1-(4-phenyl-2-thiazolyl)thio-2-propyl]adenosine), Cl.N[C@@H](CSC=1SC=C(N1)C1=CC=CC=C1)C (2-[(R)-2-amino-1-propylthio]-4-phenylthiazole hydrochloride), C(C)(=O)O[C@H]1[C@@H](O[C@@H]([C@H]1OC(C)=O)COC(C)=O)N1C2=NC(=NC(=C2N=C1)Cl)Cl (9-(2,3,5-tri-O-acetyl-β-D-ribofuranosyl)-2,6-dichloro-9H-purine), 2-[(R)-N-tert-butyloxycarbonyl]amino-1-propanol, SC=1SC=C(N1)C1=CC=CC=C1 (2-mercapto-4-phenylthiazole), C[O-].[Na+] (sodium methoxide). The solvent is CO (methanol). The product is ClC=1N=C(C=2N=CN([C@H]3[C@H](O)[C@H](O)[C@@H](CO)O3)C2N1)N[C@@H](CSC=1SC=C(N1)C1=CC=CC=C1)C (2-chloro-N-[(R)-1-(4-phenyl- 2-thiazolyl)thio-2-propyl]adenosine). Isolated yield 20.0%. RXN SMILES: Cl.N[C@H](C)CSC1SC=C(C2C=CC=CC=2)N=1.SC1SC=C(C2C=CC=CC=2)N=1.C(O[C@@H]1[C@H](OC(=O)C)[C@@H](COC(=O)C)O[C@H]1N1C=NC2C1=NC(Cl)=NC=2Cl)(=O)C.C([O:62][C@@H:63]1[C@H:67]([O:68]C(=O)C)[C@@H:66]([CH2:72][O:73]C(=O)C)[O:65][C@H:64]1[N:77]1[C:101]2[N:100]=[C:99]([Cl:102])[N:98]=[C:81]([NH:82][C@H:83]([CH3:97])[CH2:84][S:85][C:86]3[S:87][CH:88]=[C:89]([C:91]4[CH:96]=[CH:95][CH:94]=[CH:93][CH:92]=4)[N:90]=3)[C:80]=2[N:79]=[CH:78]1)(=O)C.C[O-].[Na+]>CO>[Cl:102][C:99]1[N:98]=[C:81]([NH:82][C@H:83]([CH3:97])[CH2:84][S:85][C:86]2[S:87][CH:88]=[C:89]([C:91]3[CH:96]=[CH:95][CH:94]=[CH:93][CH:92]=3)[N:90]=2)[C:80]2[N:79]=[CH:78][N:77]([C:101]=2[N:100]=1)[C@@H:64]1[O:65][C@H:66]([CH2:72][OH:73])[C@@H:67]([OH:68])[C@H:63]1[OH:62] |f:0.1,5.6|. Procedure: The title compound was prepared according to method A as described in Example 1 by reacting 2-[(R)-2-amino-1-propylthio]-4-phenylthiazole hydrochloride [prepared by a Mitsunobu reaction as described in Example 1 using 2-[(R)-N-tert-butyloxycarbonyl]amino-1-propanol (2.72 g, 15.5 mmol) and 2-mercapto-4-phenylthiazole (3.0 g, 15.5 mmol) followed by acidic hydrolysis] (1.15 g, 4.0 mmol) with 9-(2,3,5-tri-O-acetyl-β-D-ribofuranosyl)-2,6-dichloro-9H-purine (1.5 g, 3.35 mmol), followed by deacylation ...